Task: describe an organic reaction: reactants, conditions, products, and yield. Dataset: the Open Reaction Database (ORD), a public repository of structured organic reaction records The reactants are reaction solution, Cl.C(C)OC(CC1COC2=CC=C(C=C2C1)N)=O (racemic 6-aminochroman-3-acetic acid ethyl ester hydrochloride), [OH-].[K+] (potassium hydroxide). Run in C1(=CC=CC=C1)C (toluene). Run at time 72 hour. Yields the product C(C)OC(CC1COC2=CC=C(C=C2C1)N)=O (6-aminochroman-3-acetic acid ethyl ester). Reaction SMILES: Cl.[CH2:2]([O:4][C:5](=[O:18])[CH2:6][CH:7]1[CH2:16][C:15]2[C:10](=[CH:11][CH:12]=[C:13]([NH2:17])[CH:14]=2)[O:9][CH2:8]1)[CH3:3].[OH-].[K+]>C1(C)C=CC=CC=1>[CH2:2]([O:4][C:5](=[O:18])[CH2:6][CH:7]1[CH2:16][C:15]2[C:10](=[CH:11][CH:12]=[C:13]([NH2:17])[CH:14]=2)[O:9][CH2:8]1)[CH3:3] |f:0.1,2.3|. Reported procedure: To 10 ml of a sterilized medium (pH 7.4) containing 0.1% yeast extract, 0.1% meat extract (Ehrlich), 0.2% NZ amine (TYPE 1), 0.5% sodium chloride, 0.05% potassium dihydrogenphosphate, 0.1% dipotassium hydrogenphosphate, 0.01% magnesium sulfate, and 1.0% soluble starch was inoculated 5% culture of Pseudonocardia thermophila FERM BP-6275 which had been preliminary cultured in the same buffer. The culture was carried out at 52° C. for 72 hours. Wet cells obtained by centrifugation were added to 50 ...